From a dataset of the Open Reaction Database (ORD), a public repository of structured organic reaction records. describe an organic reaction: reactants, conditions, products, and yield Reactants: FC1=CC=C(C=C1)C(OCCN1CCC(CC1)CCCC(=O)OCC)C1=CC=C(C=C1)F (ethyl 4-{1-[2-bis(4-fluorophenyl)methoxyethyl]-4-piperidyl}butyrate), [OH-].[Na+] (sodium hydroxide). The solvent is C(C)O (ethanol). Conditions: time 2 hour. Product: FC1=CC=C(C=C1)C(OCCN1CCC(CC1)CCCC(=O)O)C1=CC=C(C=C1)F (4-{1-[2-bis(4-Fluorophenyl)methoxyethyl]-4-piperidyl}-butyric acid). The yield is 95.0%. As a reaction SMILES: [F:1][C:2]1[CH:7]=[CH:6][C:5]([CH:8]([C:26]2[CH:31]=[CH:30][C:29]([F:32])=[CH:28][CH:27]=2)[O:9][CH2:10][CH2:11][N:12]2[CH2:17][CH2:16][CH:15]([CH2:18][CH2:19][CH2:20][C:21]([O:23]CC)=[O:22])[CH2:14][CH2:13]2)=[CH:4][CH:3]=1.[OH-].[Na+]>C(O)C>[F:32][C:29]1[CH:30]=[CH:31][C:26]([CH:8]([C:5]2[CH:6]=[CH:7][C:2]([F:1])=[CH:3][CH:4]=2)[O:9][CH2:10][CH2:11][N:12]2[CH2:17][CH2:16][CH:15]([CH2:18][CH2:19][CH2:20][C:21]([OH:23])=[O:22])[CH2:14][CH2:13]2)=[CH:27][CH:28]=1 |f:1.2|. Reported procedure: 1.64 g of ethyl 4-{1-[2-bis(4-fluorophenyl)methoxyethyl]-4-piperidyl}butyrate (prepared as described in Example 34) were added to 15 ml of ethanol, and then 10 ml of a 10% w/v aqueous solution of sodium hydroxide were added, and the mixture was stirred at room temperature for 2 hours. The reaction mixture was then concentrated by evaporation under reduced pressure, and the resulting residue was diluted with water. The pH was then adjusted to a value of 4 by the addition of aqueous hydrochloric a... The reactants are CP(OC)(OC)=O (dimethyl methylphosphonate), C(CCC1=CC=CC=C1)(=O)OCC (ethyl hydrocinnamate), O1CCCC1 (tetrahydrofuran), O1CCCC1 (tetrahydrofuran), C(CCC)[Li] (butyl lithium). Run in C(C)(=O)O (Acetic acid). Run at time 2 hour. Yields the product O=C(CP(OC)(OC)=O)CCC1=CC=CC=C1 (Dimethyl 2-oxo-4-phenylbutylphosphonate). RXN SMILES: [CH3:1][P:2](=[O:7])([O:5][CH3:6])[O:3][CH3:4].O1CCCC1.C([Li])CCC.[C:18](OCC)(=[O:27])[CH2:19][CH2:20][C:21]1[CH:26]=[CH:25][CH:24]=[CH:23][CH:22]=1>C(O)(=O)C>[O:27]=[C:18]([CH2:19][CH2:20][C:21]1[CH:26]=[CH:25][CH:24]=[CH:23][CH:22]=1)[CH2:1][P:2](=[O:7])([O:5][CH3:6])[O:3][CH3:4]. Procedure details: A solution of dimethyl methylphosphonate (115.5 g.) in 2.1 l. of tetrahydrofuran is treated, while stirring at -65° C., with a solution of butyl lithium (660 ml. 1.6 M. in hexane). A solution of ethyl hydrocinnamate (93.5 g.) in 225 ml. of tetrahydrofuran is added at -65° C. Stirring is continued at -65° C. for 2 hrs. and then at about 25° C. for 16 hrs. Acetic acid (70 ml.) is added and the mixture concentrated under reduced pressure. The residue is partitioned between dichloromethane and water... The reactants are COCC(=O)Cl, COc1cccc(C(Oc2ccc3c(cnn3-c3ccc(F)cc3)c2)C(C)N)c1. Yields the product COCC(=O)NC(C)C(Oc1ccc2c(cnn2-c2ccc(F)cc2)c1)c1cccc(OC)c1. RXN SMILES: [CH3:30][O:31][CH2:32][C:33](=[O:34])[Cl:35].[F:1][c:2]1[cH:3][cH:4][c:5](-[n:8]2[n:9][cH:10][c:11]3[cH:12][c:13]([O:17][CH:18]([CH:19]([CH3:20])[NH2:21])[c:22]4[cH:23][c:24]([O:28][CH3:29])[cH:25][cH:26][cH:27]4)[cH:14][cH:15][c:16]23)[cH:6][cH:7]1>>[F:1][c:2]1[cH:3][cH:4][c:5](-[n:8]2[n:9][cH:10][c:11]3[cH:12][c:13]([O:17][CH:18]([CH:19]([CH3:20])[NH:21][C:33]([CH2:32][O:31][CH3:30])=[O:34])[c:22]4[cH:23][c:24]([O:28][CH3:29])[cH:25][cH:26][cH:27]4)[cH:14][cH:15][c:16]23)[cH:6][cH:7]1. Reactants: [OH-].[Na+] (sodium hydroxide), C1(=CC=C(C=C1)S(=O)(=O)N)C (4-toluenesulfonamide), C(C)(=O)O (acetic acid), ClC1=CC=C(C=C1)N=C=S (4-chlorophenyl isothiocyanate). Solvent: CC(=O)C (acetone), O (water). Reaction conditions: time 30 minute. The product is CC1=CC=C(C=C1)S(=O)(=O)NC(=S)NC1=CC=C(C=C1)Cl (N-[(4-methylphenyl)sulfonyl]-N'-(4-chlorophenyl)thiourea). Isolated yield 132.0%. As a reaction SMILES: [OH-].[Na+].[C:3]1([CH3:13])[CH:8]=[CH:7][C:6]([S:9]([NH2:12])(=[O:11])=[O:10])=[CH:5][CH:4]=1.[Cl:14][C:15]1[CH:20]=[CH:19][C:18]([N:21]=[C:22]=[S:23])=[CH:17][CH:16]=1.C(O)(=O)C>CC(C)=O.O>[CH3:13][C:3]1[CH:4]=[CH:5][C:6]([S:9]([NH:12][C:22]([NH:21][C:18]2[CH:19]=[CH:20][C:15]([Cl:14])=[CH:16][CH:17]=2)=[S:23])(=[O:10])=[O:11])=[CH:7][CH:8]=1 |f:0.1|. Reported procedure: 1N sodium hydroxide solution (6 mL, 6 mmol) was added to a solution containing the 4-toluenesulfonamide (1 g, 5.85 mmol) in acetone (25 mL). After stirring at room temperature for 30 min, the 4-chlorophenyl isothiocyanate (1.0 mmol) was added. After refluxing for 4 h, the mixture was cooled to room temperature and neutralized with 1N acetic acid solution to pH 5. The mixture was allowed to stir at room temperature for 30 min before adding water (45 mL) to produce a white precipitate which was co...